Dataset: the Open Reaction Database (ORD), a public repository of structured organic reaction records. Task: describe an organic reaction: reactants, conditions, products, and yield The reactants are NC1=CC(=C(C=C1)N1C(COCC1)=O)F (4-(4-amino-2-fluorophenyl)-3-morpholinone), ClC1=CC=C(S1)C(=O)NCC1OC1 (5-chloro-N-(2-oxiranylmethyl)-2-thiophenecarboxamide), O (water). Solvent: C(C)O (ethanol). Yields the product ClC1=CC=C(S1)C(=O)NCC(CNC1=CC(=C(C=C1)N1C(COCC1)=O)F)O (5-Chloro-N-(3-{[3-fluoro-4-(3-oxo-4-morpholinyl)phenyl]amino}-2-hydroxypropyl)-2-thiophenecarboxamide). Reaction SMILES: [NH2:1][C:2]1[CH:7]=[CH:6][C:5]([N:8]2[CH2:13][CH2:12][O:11][CH2:10][C:9]2=[O:14])=[C:4]([F:15])[CH:3]=1.[Cl:16][C:17]1[S:21][C:20]([C:22]([NH:24][CH2:25][CH:26]2[CH2:28][O:27]2)=[O:23])=[CH:19][CH:18]=1.O>C(O)C>[Cl:16][C:17]1[S:21][C:20]([C:22]([NH:24][CH2:25][CH:26]([OH:27])[CH2:28][NH:1][C:2]2[CH:7]=[CH:6][C:5]([N:8]3[CH2:13][CH2:12][O:11][CH2:10][C:9]3=[O:14])=[C:4]([F:15])[CH:3]=2)=[O:23])=[CH:19][CH:18]=1. Procedure: 800 mg (3.8 mmol) of 4-(4-amino-2-fluorophenyl)-3-morpholinone and 700 mg (3.22 mmol) of 5-chloro-N-(2-oxiranylmethyl)-2-thiophenecarboxamide are heated in 15 ml of ethanol and 1 ml of water under reflux for 6 hours. The mixture is evaporated in vacuo, the crystals which have separated out after treatment with ethyl acetate are filtered off with suction, and chromatography of the mother liquor results in 276 mg (17% of theory) of the target compound.